From a dataset of the Open Reaction Database (ORD), a public repository of structured organic reaction records. describe an organic reaction: reactants, conditions, products, and yield Reactants: FC=1C=NC(=NC1)N1C(N(C(C1)C(=O)OC(C)(C)C)C)=O (1,1-Dimethylethyl 1-(5-fluoro-2-pyrimidinyl)-3-methyl-2-oxo-4-imidazolidinecarboxylate), CN1C(N(CC1C(=O)OC(C)(C)C)C1=NC=CC(=N1)OC)=O (1,1-dimethylethyl 3-methyl-1-[4-(methyloxy)-2-pyrimidinyl]-2-oxo-4-imidazolidinecarboxylate), FC(C(=O)O)(F)F (trifluoroacetic acid). Solvent: ClCCl (dichloromethane). Product: CN1C(N(CC1C(=O)O)C1=NC=CC(=N1)OC)=O (3-methyl-1-[4-(methyloxy)-2-pyrimidinyl]-2-oxo-4-imidazolidinecarboxylic acid). The yield is 92.6%. RXN SMILES: FC1C=NC(N2CC(C(OC(C)(C)C)=O)N(C)C2=O)=NC=1.[CH3:22][N:23]1[CH:27]([C:28]([O:30]C(C)(C)C)=[O:29])[CH2:26][N:25]([C:35]2[N:40]=[C:39]([O:41][CH3:42])[CH:38]=[CH:37][N:36]=2)[C:24]1=[O:43].FC(F)(F)C(O)=O>ClCCl>[CH3:22][N:23]1[CH:27]([C:28]([OH:30])=[O:29])[CH2:26][N:25]([C:35]2[N:40]=[C:39]([O:41][CH3:42])[CH:38]=[CH:37][N:36]=2)[C:24]1=[O:43]. Reported procedure: A solution of 1,1-dimethylethyl 3-methyl-2-oxo-4-imidazolidinecarboxylate (500 mg, 2.497 mmol) (prepared as described in step (iii) of Example 13, starting from (4S)-2-oxo-3-{[(phenylmethyl)oxy]carbonyl}-4-imidazolidinecarboxylic acid) and 2-chloro-4-(methyloxy)pyrimidine (361 mg, 2.497 mmol) in 1,4-dioxane (20 ml) was treated with cesium carbonate (1220 mg, 3.75 mmol), Xantphos™ (108 mg, 0.187 mmol) and tris(dibenzylideneacetone)dipalladium(0) (57.2 mg, 0.062 mmol) and the mixture was heated at...